Dataset: the Open Reaction Database (ORD), a public repository of structured organic reaction records. Task: describe an organic reaction: reactants, conditions, products, and yield Reactants: COC1=CC=C(C=C1)S(=O)(=O)N1[C@@H]2CC[C@H]([C@H]1C(=O)OCC)C2 (ethyl (1R, 3S, 4S)-2-[(4-methoxyphenyl)sulfonyl]-2-azabicyclo[2.2.1]heptane-3-carboxylate), CO (methanol), [OH-].[Na+] (sodium hydroxide), Cl (hydrochloric acid). Solvent: O1CCCC1 (tetrahydrofuran). Run at time 3 hour. The product is COC1=CC=C(C=C1)S(=O)(=O)N1[C@@H]2CC[C@H]([C@H]1C(=O)O)C2 ((1R, 3S, 4S)-2-[(4-methoxyphenyl)sulfonyl]-2-azabicyclo[2.2.1]heptane-3-carboxylic acid). As a reaction SMILES: [CH3:1][O:2][C:3]1[CH:8]=[CH:7][C:6]([S:9]([N:12]2[C@H:17]([C:18]([O:20]CC)=[O:19])[C@@H:16]3[CH2:23][C@H:13]2[CH2:14][CH2:15]3)(=[O:11])=[O:10])=[CH:5][CH:4]=1.CO.[OH-].[Na+].Cl>O1CCCC1>[CH3:1][O:2][C:3]1[CH:8]=[CH:7][C:6]([S:9]([N:12]2[C@H:17]([C:18]([OH:20])=[O:19])[C@@H:16]3[CH2:23][C@H:13]2[CH2:14][CH2:15]3)(=[O:11])=[O:10])=[CH:5][CH:4]=1 |f:2.3|. Procedure details: To a solution of ethyl (1R, 3S, 4S)-2-[(4-methoxyphenyl)sulfonyl]-2-azabicyclo[2.2.1]heptane-3-carboxylate (1.04 g, 3.06 mmol) in tetrahydrofuran (20 ml)-methanol(15 ml) was added 1N sodium hydroxide (17 ml), and the mixture was stirred at room temperature for 3 hours. The reaction mixture was acidified with 1N hydrochloric acid and extracted with ethyl acetate. The organic layer was washed with saturated brine and dried over magnesium sulfate. The solvent was evaporated, to give (1R, 3S, 4S)-2-... The reactants are FC=1C=C2C(=NC1)N(C=C2C2=NC=C(C(=N2)SC)F)S(=O)(=O)C2=CC=C(C)C=C2 (5-fluoro-3-[5-fluoro-4-(methylthio)pyrimidin-2-yl]-1-tosyl-1H-pyrrolo[2,3-b]pyridine), FC=1C=C2C(=NC1)N(C=C2C2=NC=C(C(=N2)SC)F)S(=O)(=O)C2=CC=C(C)C=C2 (5-fluoro-3-[5-fluoro-4-(methylthio)pyrimidin-2-yl]-1-tosyl-1H-pyrrolo[2,3-b]pyridine), C1=CC(=CC(=C1)Cl)C(=O)OO (m-CPBA). The reagents and catalysts are C1=CC(=CC(=C1)Cl)C(=O)OO (m-CPBA). The solvent is ClCCl (dichloromethane). Run at time 2 hour. Yields the product FC=1C=C2C(=NC1)N(C=C2C2=NC=C(C(=N2)S(=O)C)F)S(=O)(=O)C2=CC=C(C)C=C2 (5-fluoro-3-[5-fluoro-4-(methylsulfinyl)pyrimidin-2-yl]-1-tosyl-1H-pyrrolo[2,3-b]pyridine). RXN SMILES: [F:1][C:2]1[CH:3]=[C:4]2[C:10]([C:11]3[N:16]=[C:15]([S:17][CH3:18])[C:14]([F:19])=[CH:13][N:12]=3)=[CH:9][N:8]([S:20]([C:23]3[CH:29]=[CH:28][C:26]([CH3:27])=[CH:25][CH:24]=3)(=[O:22])=[O:21])[C:5]2=[N:6][CH:7]=1.C1C=C(Cl)C=C(C(OO)=[O:38])C=1>ClCCl.C1C=C(Cl)C=C(C(OO)=O)C=1>[F:1][C:2]1[CH:3]=[C:4]2[C:10]([C:11]3[N:16]=[C:15]([S:17]([CH3:18])=[O:38])[C:14]([F:19])=[CH:13][N:12]=3)=[CH:9][N:8]([S:20]([C:23]3[CH:29]=[CH:28][C:26]([CH3:27])=[CH:25][CH:24]=3)(=[O:22])=[O:21])[C:5]2=[N:6][CH:7]=1. Procedure details: 5-fluoro-3-[5-fluoro-4-(methylthio)pyrimidin-2-yl]-1-tosyl-1H-pyrrolo[2,3-b]pyridine, 44b, (48.2 g, 111.5 mmol) was dissolved in dichloromethane (2.3 L) and treated portionwise with m-CPBA (27.5 g, 122.6 mmol) while keeping the temperature below 20° C. After addition was complete, the reaction was stirred at room temperature for 2 hours, then treated with another portion of m-CPBA (1.9 g) and stirred for another hour. The reaction mixture was washed with 12% aqueous K2CO3 (2×1.0 L) and the organ...